From a dataset of the Open Reaction Database (ORD), a public repository of structured organic reaction records. describe an organic reaction: reactants, conditions, products, and yield The reactants are BrCC1CCC1, O=C([O-])[O-], CC1(C)OB(c2cn[nH]c2)OC1(C)C, CC#N, [Cs+], [Cs+]. Product: CC1(C)OB(c2cnn(CC3CCC3)c2)OC1(C)C. Reaction SMILES: [Br:15][CH2:16][CH:17]1[CH2:18][CH2:19][CH2:20]1.[C:21](=[O:22])([O-:23])[O-:24].[CH3:1][C:2]1([CH3:14])[O:3][B:4]([c:9]2[cH:10][n:11][nH:12][cH:13]2)[O:5][C:6]1([CH3:7])[CH3:8].[CH3:27][C:28]#[N:29].[Cs+:25].[Cs+:26]>>[CH3:1][C:2]1([CH3:14])[O:3][B:4]([c:9]2[cH:10][n:11][n:12]([CH2:16][CH:17]3[CH2:18][CH2:19][CH2:20]3)[cH:13]2)[O:5][C:6]1([CH3:7])[CH3:8]. Reactants: C(C1=CC=CC=C1)OC=1C=C(C=CC1[N+](=O)[O-])C=CC=1N=C2N(C=CC(=C2)C)C1C (2-[2-(3-benzyloxy-4-nitrophenyl)vinyl]-3,7-dimethylimidazo[1,2-a]pyridine), [H][H] (hydrogen). The reagents and catalysts are [Pd] (Palladium on carbon). Run in CO (methanol), O1CCCC1 (tetrahydrofuran). Yields the product NC1=C(C=C(C=C1)CCC=1N=C2N(C=CC(=C2)C)C1C)O (2-[2-(4-amino-3-hydroxyphenyl)ethyl]-3,7-dimethylimidazo[1,2-a]pyridine). RXN SMILES: C([O:8][C:9]1[CH:10]=[C:11]([CH:18]=[CH:19][C:20]2[N:21]=[C:22]3[CH:27]=[C:26]([CH3:28])[CH:25]=[CH:24][N:23]3[C:29]=2[CH3:30])[CH:12]=[CH:13][C:14]=1[N+:15]([O-])=O)C1C=CC=CC=1.[H][H]>[Pd].CO.O1CCCC1>[NH2:15][C:14]1[CH:13]=[CH:12][C:11]([CH2:18][CH2:19][C:20]2[N:21]=[C:22]3[CH:27]=[C:26]([CH3:28])[CH:25]=[CH:24][N:23]3[C:29]=2[CH3:30])=[CH:10][C:9]=1[OH:8]. Reported procedure: 10% Palladium on carbon (10 g) was added to a mixture of 2-[2-(3-benzyloxy-4-nitrophenyl)vinyl]-3,7-dimethylimidazo[1,2-a]pyridine (27.3 g) in methanol (200 ml) and tetrahydrofuran (200 ml) and the mixture was stirred at ambient temperature under atmospheric pressure of hydrogen gas. The catalyst was removed by filtration and the filtrate was evaporated in vacuo. The residue was triturated with ethyl acetate and the precipitate was collected by filtration to give 2-[2-(4-amino-3-hydroxyphenyl)et... Product: OC1(NC2=NCCS2)C(=Cc2ccccc2)COCC1=Cc1ccccc1. The reactants are CC(C)=O, ClC(Cl)Cl, NC1=NCCS1, O=C1C(=Cc2ccccc2)COCC1=Cc1ccccc1. As a reaction SMILES: [CH3:32][C:33](=[O:34])[CH3:35].[CH:28]([Cl:29])([Cl:30])[Cl:31].[NH2:1][C:2]1=[N:6][CH2:5][CH2:4][S:3]1.[c:7]1([CH:13]=[C:14]2[CH2:15][O:16][CH2:17][C:18](=[CH:21][c:22]3[cH:23][cH:24][cH:25][cH:26][cH:27]3)[C:19]2=[O:20])[cH:8][cH:9][cH:10][cH:11][cH:12]1>>[NH:1]([C:2]1=[N:6][CH2:5][CH2:4][S:3]1)[C:19]1([OH:20])[C:14](=[CH:13][c:7]2[cH:8][cH:9][cH:10][cH:11][cH:12]2)[CH2:15][O:16][CH2:17][C:18]1=[CH:21][c:22]1[cH:23][cH:24][cH:25][cH:26][cH:27]1.